This data is from the Open Reaction Database (ORD), a public repository of structured organic reaction records. The task is: describe an organic reaction: reactants, conditions, products, and yield Starting materials: O1CCN(CC1)CC(=O)N[C@H](C(=O)OCC1=CC=CC=C1)C ((S)-benzyl 2-(2-morpholinoacetamido)propanoate). Reagents/catalysts: [Pd] (Pd/C). Solvent: CO (MeOH). Run at time 4 hour. Product: O1CCN(CC1)CC(=O)N[C@H](C(=O)O)C ((S)-2-(2-morpholinoacetamido)propanoic acid). The yield is 85.8%. As a reaction SMILES: [O:1]1[CH2:6][CH2:5][N:4]([CH2:7][C:8]([NH:10][C@@H:11]([CH3:22])[C:12]([O:14]CC2C=CC=CC=2)=[O:13])=[O:9])[CH2:3][CH2:2]1>CO.[Pd]>[O:1]1[CH2:6][CH2:5][N:4]([CH2:7][C:8]([NH:10][C@@H:11]([CH3:22])[C:12]([OH:14])=[O:13])=[O:9])[CH2:3][CH2:2]1. Procedure: To Pd/C (10%, 5.0 g) was added a solution of (S)-benzyl 2-(2-morpholinoacetamido)propanoate (20.0 g, 69.0 mmol) in MeOH (200 mL). The mixture was stirred under a hydrogen atmosphere at ambient temperature for 4 h, then it was filtered and rinsed with MeOH (200 mL). The filtrate and washings were combined and concentrated to dryness to afford crude product which was washed with EtOAc (2×100 mL) and dried under vacuum to afford (S)-2-(2-morpholinoacetamido)propanoic acid (12.8 g, 86% yield) as an ... Starting materials: FC(S(=O)(=O)OS(=O)(=O)C(F)(F)F)(F)F (trifluoromethanesulfonic anhydride), C(OC)(OC)=O (dimethyl carbonate). Yields the product FC(S(=O)(=O)OC)(F)F (methyl trifluoromethanesulfonate). The yield is 197.7%. Reaction SMILES: [F:1][C:2]([F:15])([F:14])[S:3]([O:6]S(C(F)(F)F)(=O)=O)(=[O:5])=[O:4].[C:16](=O)(OC)OC>>[F:1][C:2]([F:15])([F:14])[S:3]([O:6][CH3:16])(=[O:5])=[O:4]. Procedure details: 731 g (2.59 mol) of trifluoromethanesulfonic anhydride and 232 g (2.58 mol) of dimethyl carbonate are added to the residue, and the process described above is repeated. 837 g of methyl trifluoromethanesulfonate having a purity of greater than 99% are isolated (yield: 99.1%).